Dataset: the Open Reaction Database (ORD), a public repository of structured organic reaction records. Task: describe an organic reaction: reactants, conditions, products, and yield The product is C(C)C1(CC=2C(=C(SC2SC)C(C)=O)CC1)CC (1-(5,5-diethyl-3-methylsulfanyl-4,5,6,7-tetrahydro-benzo[c]thiophen-1-yl)-ethanone). Procedure: To a solution of 5,5-diethyl-3-methylsulfanyl-4,5,6,7-tetrahydro-benzo[c]thiophene-1-carboxylic acid (669 mg, 2.35 mmol) in diethyl ether (20 mL), a solution of methyllithium (2.6 mL, 1.6 M in diethyl ether) is added at rt. The reaction mixture is stirred at rt for 4 h, diluted with diethyl ether, washed with 1 N aq. K2HPO4 solution followed by 1 N aq. NaOH, dried over Na2SO4 and evaporated to give 1-(5,5-diethyl-3-methylsulfanyl-4,5,6,7-tetrahydro-benzo[c]thiophen-1-yl)-ethanone (458 mg) as a y... Solvent: C(C)OCC (diethyl ether), C(C)OCC (diethyl ether). Starting materials: C(C)C1(CC=2C(=C(SC2SC)C(=O)O)CC1)CC (5,5-diethyl-3-methylsulfanyl-4,5,6,7-tetrahydro-benzo[c]thiophene-1-carboxylic acid), C[Li] (methyllithium). As a reaction SMILES: [CH2:1]([C:3]1([CH2:17][CH3:18])[CH2:16][CH2:15][C:6]2=[C:7]([C:12]([OH:14])=O)[S:8][C:9]([S:10][CH3:11])=[C:5]2[CH2:4]1)[CH3:2].[CH3:19][Li]>C(OCC)C>[CH2:17]([C:3]1([CH2:1][CH3:2])[CH2:16][CH2:15][C:6]2=[C:7]([C:12](=[O:14])[CH3:19])[S:8][C:9]([S:10][CH3:11])=[C:5]2[CH2:4]1)[CH3:18]. Conditions: time 4 hour. The reactants are COc1ccc(CO)cc1Br, CI, CCOC(C)=O, [H-], [Na+], C1CCOC1, O. Yields the product COCc1ccc(OC)c(Br)c1. As a reaction SMILES: [Br:1][c:2]1[cH:3][c:4]([CH2:10][OH:11])[cH:5][cH:6][c:7]1[O:8][CH3:9].[CH3:14][I:15].[CH3:16][CH2:17][O:18][C:19](=[O:20])[CH3:21].[H-:12].[Na+:13].[O:22]1[CH2:23][CH2:24][CH2:25][CH2:26]1.[OH2:27]>>[Br:1][c:2]1[cH:3][c:4]([CH2:10][O:11][CH3:16])[cH:5][cH:6][c:7]1[O:8][CH3:9]. Starting materials: CO, N#Cc1c(O)c2c(-c3ccc(-c4ccccc4C=O)cc3)csc2[nH]c1=O, ClCCl, NCCc1ccc(C(F)(F)F)cc1. The product is N#Cc1c(O)c2c(-c3ccc(-c4ccccc4CNCCc4ccc(C(F)(F)F)cc4)cc3)csc2[nH]c1=O. As a reaction SMILES: [CH3:41][OH:42].[CH:1](=[O:2])[c:3]1[c:4](-[c:9]2[cH:10][cH:11][c:12](-[c:15]3[cH:16][s:17][c:18]4[nH:19][c:20](=[O:27])[c:21]([C:25]#[N:26])[c:22]([OH:24])[c:23]34)[cH:13][cH:14]2)[cH:5][cH:6][cH:7][cH:8]1.[Cl:43][CH2:44][Cl:45].[F:28][C:29]([c:30]1[cH:31][cH:32][c:33]([CH2:36][CH2:37][NH2:38])[cH:34][cH:35]1)([F:39])[F:40]>>[CH2:1]([c:3]1[c:4](-[c:9]2[cH:10][cH:11][c:12](-[c:15]3[cH:16][s:17][c:18]4[nH:19][c:20](=[O:27])[c:21]([C:25]#[N:26])[c:22]([OH:24])[c:23]34)[cH:13][cH:14]2)[cH:5][cH:6][cH:7][cH:8]1)[NH:38][CH2:37][CH2:36][c:33]1[cH:32][cH:31][c:30]([C:29]([F:28])([F:39])[F:40])[cH:35][cH:34]1.